Dataset: the Open Reaction Database (ORD), a public repository of structured organic reaction records. Task: describe an organic reaction: reactants, conditions, products, and yield The reactants are C(CCCC(=O)O)(=O)OCC1=CC=CC=C1 (benzyl hydrogen glutarate), C([O-])([O-])=O.[Cs+].[Cs+] (cesium carbonate). Solvent: O (water). Yields the product C(CCCC(=O)[O-])(=O)OCC1=CC=CC=C1.[Cs+] (Cesium benzyl glutarate). RXN SMILES: [C:1]([O:9][CH2:10][C:11]1[CH:16]=[CH:15][CH:14]=[CH:13][CH:12]=1)(=[O:8])[CH2:2][CH2:3][CH2:4][C:5]([OH:7])=[O:6].C(=O)([O-])[O-].[Cs+:21].[Cs+]>O>[C:1]([O:9][CH2:10][C:11]1[CH:16]=[CH:15][CH:14]=[CH:13][CH:12]=1)(=[O:8])[CH2:2][CH2:3][CH2:4][C:5]([O-:7])=[O:6].[Cs+:21] |f:1.2.3,5.6|. Reported procedure: Crude benzyl hydrogen glutarate (25 g, 100 mmol) is stirred in water (100 ml) to form a slurry. An aqueous solution of 1M cesium carbonate is added until the pH reaches 7 (52 ml is consumed). The homogeneous reaction mixture is diluted with water (150 ml), and extracted with chloroform (2×50 ml) to remove nonpolar impurities from the crude starting material. Water is removed in vacuo, and the oily, grayish semicrystalline residue is slurried in dimethylformamide (200 ml), and evaporated to dryne... The reactants are BrC=1C(=C2C(=NC1)NC(=N2)C2=CC=C(C=C2)N(C)C)N2CCN(CC2)C(=O)NC2=CC=CC=C2 (4-(6-bromo-2-(4-(dimethylamino)phenyl)-3H-imidazo[4,5-b]pyridin-7-yl)-N-phenylpiperazine-1-carboxamide), N1(CCOCC1)C1=CC=C(C=O)C=C1 (4-morpholin-4-yl-benzaldehyde), BrC=1C(=C(C(=NC1)N)[N+](=O)[O-])N1CCN(CC1)CC=1C=NC=NC1 (5-bromo-3-nitro-4-(4-(pyrimidin-5-ylmethyl)piperazin-1-yl)pyridin-2-amine), [O-]S(=O)S(=O)[O-].[Na+].[Na+] (Na2S2O4). Solvent: C(C)O (ethanol), CN(C)C=O (DMF). Conditions: time 6 hour. The product is BrC=1C(=C2C(=NC1)NC(=N2)C2=CC=C(C=C2)N2CCOCC2)N2CCN(CC2)CC=2C=NC=NC2 (4-(4-(6-Bromo-7-(4-(pyrimidin-5-ylmethyl)piperazin-1-yl)-3H-imidazo[4,5-b]pyridin-2-yl)phenyl)morpholine). The yield is 29.3%. Reaction SMILES: BrC1C(N2CCN(C(NC3C=CC=CC=3)=O)CC2)=C2N=C(C3C=CC(N(C)C)=CC=3)NC2=NC=1.[Br:35][C:36]1[C:37]([N:46]2[CH2:51][CH2:50][N:49]([CH2:52][C:53]3[CH:54]=[N:55][CH:56]=[N:57][CH:58]=3)[CH2:48][CH2:47]2)=[C:38]([N+:43]([O-])=O)[C:39]([NH2:42])=[N:40][CH:41]=1.[O-]S(S([O-])=O)=O.[Na+].[Na+].[N:67]1([C:73]2[CH:80]=[CH:79][C:76]([CH:77]=O)=[CH:75][CH:74]=2)[CH2:72][CH2:71][O:70][CH2:69][CH2:68]1>C(O)C.CN(C=O)C>[Br:35][C:36]1[C:37]([N:46]2[CH2:51][CH2:50][N:49]([CH2:52][C:53]3[CH:54]=[N:55][CH:56]=[N:57][CH:58]=3)[CH2:48][CH2:47]2)=[C:38]2[N:43]=[C:77]([C:76]3[CH:75]=[CH:74][C:73]([N:67]4[CH2:72][CH2:71][O:70][CH2:69][CH2:68]4)=[CH:80][CH:79]=3)[NH:42][C:39]2=[N:40][CH:41]=1 |f:2.3.4|. Reported procedure: This was prepared using the same procedure as for 4-(6-bromo-2-(4-(dimethylamino)phenyl)-3H-imidazo[4,5-b]pyridin-7-yl)-N-phenylpiperazine-1-carboxamide, but here using 5-bromo-3-nitro-4-(4-(pyrimidin-5-ylmethyl)piperazin-1-yl)pyridin-2-amine (20 mg, 0.051 mmol), DMF (0.15 mL), ethanol (0.85 mL), 1M Na2S2O4 (3 eq, 0.15 mmol, 0.15 mL) and 4-morpholin-4-yl-benzaldehyde (1.1 eq, 0.052 mmol, 11 mg). After 6 h, concentration in vacuo and purification by preparative tlc (CH2Cl2-MeOH, 95:5) gave the pr... The reactants are CCCCOP(=O)(CNCc1ccccc1)OCCCC, CCO, Cl, [Pd]. The product is Cl, CCCCOP(=O)(CN)OCCCC. RXN SMILES: [CH2:2]([c:3]1[cH:4][cH:5][cH:6][cH:7][cH:8]1)[NH:9][CH2:10][P:11]([O:12][CH2:13][CH2:14][CH2:15][CH3:16])([O:17][CH2:18][CH2:19][CH2:20][CH3:21])=[O:22].[CH3:23][CH2:24][OH:25].[ClH:1].[Pd:26]>>[ClH:1].[NH2:9][CH2:10][P:11]([O:12][CH2:13][CH2:14][CH2:15][CH3:16])([O:17][CH2:18][CH2:19][CH2:20][CH3:21])=[O:22].